This data is from the Open Reaction Database (ORD), a public repository of structured organic reaction records. The task is: describe an organic reaction: reactants, conditions, products, and yield The reactants are N1=CC=CC=C1 (Pyridine), C(C)(=O)Cl (acetyl chloride), C(C)(C)C1=C(C=C(C=C1)O)C (4-Isopropyl-3-methylphenol). Solvent: ClCCl (dichloromethane). Reaction conditions: time 8 hour. Product: C(C)(=O)OC1=CC(=C(C=C1)C(C)C)C (4-isopropyl-3-methylphenyl acetate). Isolated yield 110.2%. Reaction SMILES: [CH:1]([C:4]1[CH:9]=[CH:8][C:7]([OH:10])=[CH:6][C:5]=1[CH3:11])([CH3:3])[CH3:2].N1C=CC=CC=1.[C:18](Cl)(=[O:20])[CH3:19]>ClCCl>[C:18]([O:10][C:7]1[CH:8]=[CH:9][C:4]([CH:1]([CH3:3])[CH3:2])=[C:5]([CH3:11])[CH:6]=1)(=[O:20])[CH3:19]. Reported procedure: 4-Isopropyl-3-methylphenol (1.00 g) was dissolved in dichloromethane (10 ml) to prepare a solution. Pyridine (724 mg) and acetyl chloride (615 mg) were added to the solution, and the mixture was stirred at room temperature overnight. The solvent was removed by distillation under the reduced pressure, water was then added to the residue, and the mixture was extracted with chloroform. The chloroform layer was washed with water and was dried over anhydrous magnesium sulfate, and the solvent was rem... The reactants are [N+](=O)([O-])C1=CC=C(C=C1)C (p-nitrotoluene), CS(=O)C (dimethylsulfoxide). Solvent: CN(C=O)C (N,N-dimethylformamide). Yields the product NC1=CC=C(C=O)C=C1 (p-aminobenzaldehyde). RXN SMILES: [N+:1]([C:4]1[CH:9]=[CH:8][C:7]([CH3:10])=[CH:6][CH:5]=1)([O-])=O.CS(C)=[O:13]>CN(C)C=O>[NH2:1][C:4]1[CH:9]=[CH:8][C:7]([CH:10]=[O:13])=[CH:6][CH:5]=1. Reported procedure: The procedure of Example 1 was followed except that 3.2 g (4.8% by weight of the p-nitrotoluene) of dimethylsulfoxide were substituted for the N,N-dimethylformamide, to obtain 38.3 g (0.317 mol) of p-aminobenzaldehyde and then 39.1 g (0.320 mol) of p-hydroxybenzaldehyde. Thus, the yield of the p-hydroxybenzaldehyde was 65.8%, based on the weight of p-nitrotoluene used.